Dataset: the Open Reaction Database (ORD), a public repository of structured organic reaction records. Task: describe an organic reaction: reactants, conditions, products, and yield Starting materials: Cc1cc(CC(NC(=O)OC(C)(C)C)c2ncc[nH]2)cc2cn(COCC[Si](C)(C)C)nc12, CC(C)(C)c1ccc(CBr)cc1, O=C([O-])[O-], CN(C)C=O, [K+], [K+]. Yields the product Cc1cc(CC(NC(=O)OC(C)(C)C)c2nccn2Cc2ccc(C(C)(C)C)cc2)cc2cn(COCC[Si](C)(C)C)nc12. Reaction SMILES: [C:1]([CH3:2])([CH3:3])([CH3:4])[O:5][C:6]([NH:7][CH:8]([CH2:9][c:10]1[cH:11][c:12]2[cH:13][n:14]([CH2:20][O:21][CH2:22][CH2:23][Si:24]([CH3:25])([CH3:26])[CH3:27])[n:15][c:16]2[c:17]([CH3:19])[cH:18]1)[c:28]1[nH:29][cH:30][cH:31][n:32]1)=[O:33].[C:34]([CH3:35])([CH3:36])([CH3:37])[c:38]1[cH:39][cH:40][c:41]([CH2:42][Br:43])[cH:44][cH:45]1.[C:46](=[O:47])([O-:48])[O-:49].[CH3:52][N:53]([CH3:54])[CH:55]=[O:56].[K+:50].[K+:51]>>[C:1]([CH3:2])([CH3:3])([CH3:4])[O:5][C:6]([NH:7][CH:8]([CH2:9][c:10]1[cH:11][c:12]2[cH:13][n:14]([CH2:20][O:21][CH2:22][CH2:23][Si:24]([CH3:25])([CH3:26])[CH3:27])[n:15][c:16]2[c:17]([CH3:19])[cH:18]1)[c:28]1[n:29][cH:30][cH:31][n:32]1[CH2:42][c:41]1[cH:40][cH:39][c:38]([C:34]([CH3:35])([CH3:36])[CH3:37])[cH:45][cH:44]1)=[O:33]. Starting materials: FC=1C(=C(C=CC1)C(CC(C=O)(C(F)(F)F)O)CCC)OC (4-(3-fluoro-2-methoxyphenyl)-2-hydroxy-2-(trifluoromethyl)heptanal), NC1=C2C=NC(=NC2=CC(=C1)F)C (5-amino-7-fluoro-2-methylquinazoline). Reagents/catalysts: [O-]CC.[O-]CC.[O-]CC.[O-]CC.[Ti+4] (titanium tetraethoxide). Yields the product FC=1C(=C(C=CC1)C(CC(C=NC1=C2C=NC(=NC2=CC(=C1)F)C)(O)C(F)(F)F)CCC)OC (4-(3-fluoro-2-methoxyphenyl)-1-[(7-fluoro-2-methylquinazolin-5-yl)imino]-2-(trifluoromethyl)heptan-2-ol). As a reaction SMILES: [F:1][C:2]1[C:3]([O:21][CH3:22])=[C:4]([CH:8]([CH2:18][CH2:19][CH3:20])[CH2:9][C:10]([OH:17])([C:13]([F:16])([F:15])[F:14])[CH:11]=O)[CH:5]=[CH:6][CH:7]=1.[NH2:23][C:24]1[CH:33]=[C:32]([F:34])[CH:31]=[C:30]2[C:25]=1[CH:26]=[N:27][C:28]([CH3:35])=[N:29]2>[O-]CC.[O-]CC.[O-]CC.[O-]CC.[Ti+4]>[F:1][C:2]1[C:3]([O:21][CH3:22])=[C:4]([CH:8]([CH2:18][CH2:19][CH3:20])[CH2:9][C:10]([C:13]([F:16])([F:14])[F:15])([OH:17])[CH:11]=[N:23][C:24]2[CH:33]=[C:32]([F:34])[CH:31]=[C:30]3[C:25]=2[CH:26]=[N:27][C:28]([CH3:35])=[N:29]3)[CH:5]=[CH:6][CH:7]=1 |f:2.3.4.5.6|. Procedure: In the same way as in Example 61, 228 mg (0.71 mmol) of 4-(3-fluoro-2-methoxyphenyl)-2-hydroxy-2-(trifluoromethyl)heptanal, 150 mg (0.85 mmol) of 5-amino-7-fluoro-2-methylquinazoline and 0.5 ml of titanium tetraethoxide are reacted to give 4-(3-fluoro-2-methoxyphenyl)-1-[(7-fluoro-2-methylquinazolin-5-yl)imino]-2-(trifluoromethyl)heptan-2-ol. 185 mg of imine purified by column chromatography (silica gel, hexane/ethyl acetate 0-25%) are cyclized in the same way as in Example 61 at −20° C. with 3 ... The reactants are N#CN (cyanamide), ice water, CN(CCOC1=CC2=C(C=C1)OCO2)CCCNC(C2=CC(=C(C(=C2)C(C)(C)C)O)C(C)(C)C)=S (N-[3-[N-methyl-N-[2-(3,4-methylenedioxyphenoxy)ethyl]amino]propyl]-3,5-di-tert-butyl-4-hydroxybenzothioamide), [H-].[Na+] (sodium hydride), C(C)I (ethyl iodide). The solvent is O1CCCC1 (tetrahydrofuran). Run at temperature 0 celsius, time 1 hour. Product: C(#N)NC(C1=CC(=C(C(=C1)C(C)(C)C)O)C(C)(C)C)=NCCCN(CCOC1=CC2=C(C=C1)OCO2)C (N-Cyano-N'-[3-[N-methyl-N-[2-(3,4-methylenedioxyphenoxy)ethyl]amino]-propyl]-3,5-di-tert-butyl-4-hydroxybenzamidine). The yield is 68.9%. As a reaction SMILES: [CH3:1][N:2]([CH2:15][CH2:16][CH2:17][NH:18][C:19](=S)[C:20]1[CH:25]=[C:24]([C:26]([CH3:29])([CH3:28])[CH3:27])[C:23]([OH:30])=[C:22]([C:31]([CH3:34])([CH3:33])[CH3:32])[CH:21]=1)[CH2:3][CH2:4][O:5][C:6]1[CH:11]=[CH:10][C:9]2[O:12][CH2:13][O:14][C:8]=2[CH:7]=1.[H-].[Na+].C(I)C.[N:41]#[C:42][NH2:43]>O1CCCC1>[C:42]([NH:43][C:19](=[N:18][CH2:17][CH2:16][CH2:15][N:2]([CH3:1])[CH2:3][CH2:4][O:5][C:6]1[CH:11]=[CH:10][C:9]2[O:12][CH2:13][O:14][C:8]=2[CH:7]=1)[C:20]1[CH:25]=[C:24]([C:26]([CH3:29])([CH3:28])[CH3:27])[C:23]([OH:30])=[C:22]([C:31]([CH3:34])([CH3:33])[CH3:32])[CH:21]=1)#[N:41] |f:1.2|. Procedure details: To a solution of N-[3-[N-methyl-N-[2-(3,4-methylenedioxyphenoxy)ethyl]amino]propyl]-3,5-di-tert-butyl-4-hydroxybenzothioamide (1.0 g) obtained in Example 60 in dry tetrahydrofuran was added sodium hydride (0.16 g) at 0° C. under a nitrogen atmosphere, and the mixture was stirred at the same temperature for 1 hour. To the mixture was added ethyl iodide (0.31 g), followed by stirring at room temperature for 2 hours. The mixture was again cooled to 0° C., and cyanamide (0.84 g) was added thereto, f... Solvent: C(CCC)O (n-butanol). As a reaction SMILES: [NH2:1][C:2]1[CH:7]=[C:6]([N+:8]([O-:10])=[O:9])[CH:5]=[CH:4][C:3]=1[CH3:11].[N+:12]([O-:15])([OH:14])=[O:13].[N:16]#[C:17][NH2:18].O>C(O)CCC>[N+:12]([O-:15])([OH:14])=[O:13].[CH3:11][C:3]1[CH:4]=[CH:5][C:6]([N+:8]([O-:10])=[O:9])=[CH:7][C:2]=1[NH:1][C:17]([NH2:18])=[NH:16] |f:5.6|. Product: [N+](=O)(O)[O-].CC1=C(C=C(C=C1)[N+](=O)[O-])NC(=N)N (2-methyl-5-nitrophenyl guanidine nitrate). Run at temperature 0 celsius. The reactants are NC1=C(C=CC(=C1)[N+](=O)[O-])C (2-amino-4-nitro toluene), [N+](=O)(O)[O-] (nitric acid), O (water), N#CN (cyanamide). Reported procedure: To 2-amino-4-nitro toluene 1 (0.033 mol) in n-butanol (29 mL) is added nitric acid (2.1 g, 65% in water) followed by cyanamide solution in water (2 mL, 0.047 mmol). The resulting mixture is heated at reflux for 25 h. After cooling to 0° C., filtration and washing with 1:1=ethanol:diethyl ether (30 mL), 2-methyl-5-nitrophenyl guanidine nitrate 2 is obtained. To 2-methyl-5-nitrophenyl guanidine 2 (0.0074 mol) in isopropanol (15 ME) is added 3 (0.0074 mol) and sodium hydroxide flakes (0.008 mol). T... Starting materials: NC1=CC=C(C=C1)B(O)O (4-aminophenyl boronic acid), ClC1=CC(=C(C2=NC3=C(N21)C=CC=C3)C#N)C (1-chloro-3-methylpyrido[1,2-a]benzimidazole-4-carbonitrile). The product is NC1=CC=C(C=C1)C1=CC(=C(C2=NC3=C(N21)C=CC=C3)C#N)C (1-(4-Aminophenyl)-3-methylpyrido[1,2-a]benzimidazole-4-carbonitrile). Reaction SMILES: [NH2:1][C:2]1[CH:7]=[CH:6][C:5](B(O)O)=[CH:4][CH:3]=1.Cl[C:12]1[N:20]2[C:16](=[N:17][C:18]3[CH:24]=[CH:23][CH:22]=[CH:21][C:19]=32)[C:15]([C:25]#[N:26])=[C:14]([CH3:27])[CH:13]=1>>[NH2:1][C:2]1[CH:7]=[CH:6][C:5]([C:12]2[N:20]3[C:16](=[N:17][C:18]4[CH:24]=[CH:23][CH:22]=[CH:21][C:19]=43)[C:15]([C:25]#[N:26])=[C:14]([CH3:27])[CH:13]=2)=[CH:4][CH:3]=1. Reported procedure: General experimental procedure (A) for Suzuki coupling reaction with 4-aminophenyl boronic acid was followed. Reaction was performed on a 241 mg scale of 1-chloro-3-methylpyrido[1,2-a]benzimidazole-4-carbonitrile. Isolated 100 mg (34%) of T672 as a yellow solid. NMR (CD3OD): δ 7.85 (1H, d, J=8.4 Hz), 7.66 (1H, m), 7.43 (2H, m), 7.26-7.30 (2H, m, overlapped), 7.07 (1H, d, J=8.4 Hz), 7.38 (1H, dd, J=9.0, 2.6 Hz), 6.97 (2H, m), 2.80 (3H, s); MS: 299 (M+H+).